This data is from the Open Reaction Database (ORD), a public repository of structured organic reaction records. The task is: describe an organic reaction: reactants, conditions, products, and yield Starting materials: [I-].[Na+] (sodium iodide), C([O-])([O-])=O.[Na+].[Na+] (sodium carbonate), ClC=1C=C2C(=CNC2=CC1)CCNC(C1=CC=C(C=C1)CCl)=O (N-(2-(5-chloro-1H-indol-3-yl)ethyl)-4-(chloromethyl)benzamide), C1(=CC(=CC=C1)B(O)O)C (m-tolylboronic acid). Reagents/catalysts: C=1C=CC(=CC1)[P](C=2C=CC=CC2)(C=3C=CC=CC3)[Pd]([P](C=4C=CC=CC4)(C=5C=CC=CC5)C=6C=CC=CC6)([P](C=7C=CC=CC7)(C=8C=CC=CC8)C=9C=CC=CC9)[P](C=1C=CC=CC1)(C=1C=CC=CC1)C=1C=CC=CC1 (tetrakis(triphenylphosphine)palladium(0)). Run in O (water), C(OC)COC (dimethoxyethane). Yields the product eluent, ClC=1C=C2C(=CNC2=CC1)CCNC(C1=CC=C(C=C1)CC1=CC(=CC=C1)C)=O (N-(2-(5-Chloro-1H-indol-3-yl)ethyl)-4-(3-methylbenzyl)benzamide). Yield: 47.5%. As a reaction SMILES: [Cl:1][C:2]1[CH:3]=[C:4]2[C:8](=[CH:9][CH:10]=1)[NH:7][CH:6]=[C:5]2[CH2:11][CH2:12][NH:13][C:14](=[O:23])[C:15]1[CH:20]=[CH:19][C:18]([CH2:21]Cl)=[CH:17][CH:16]=1.[C:24]1([CH3:33])[CH:29]=[CH:28][CH:27]=[C:26](B(O)O)[CH:25]=1.C(=O)([O-])[O-].[Na+].[Na+].[I-].[Na+]>C(COC)OC.O.C1C=CC([P]([Pd]([P](C2C=CC=CC=2)(C2C=CC=CC=2)C2C=CC=CC=2)([P](C2C=CC=CC=2)(C2C=CC=CC=2)C2C=CC=CC=2)[P](C2C=CC=CC=2)(C2C=CC=CC=2)C2C=CC=CC=2)(C2C=CC=CC=2)C2C=CC=CC=2)=CC=1>[Cl:1][C:2]1[CH:3]=[C:4]2[C:8](=[CH:9][CH:10]=1)[NH:7][CH:6]=[C:5]2[CH2:11][CH2:12][NH:13][C:14](=[O:23])[C:15]1[CH:20]=[CH:19][C:18]([CH2:21][C:26]2[CH:27]=[CH:28][CH:29]=[C:24]([CH3:33])[CH:25]=2)=[CH:17][CH:16]=1 |f:2.3.4,5.6,^1:52,54,73,92|. Procedure details: N-(2-(5-Chloro-1H-indol-3-yl)ethyl)-4-(3-methylbenzyl)benzamide was prepared according to method B with N-(2-(5-chloro-1H-indol-3-yl)ethyl)-4-(chloromethyl)benzamide (0.073 g; 0.209 mmol), m-tolylboronic acid (0.030 g; 0.220 mmol), tetrakis(triphenylphosphine)palladium(0) (0.012 g; 0.010 mmol), sodium carbonate (0.044 g; 0.419 mmol), sodium iodide (0.063 g; 0.419 mmol), in dimethoxyethane (3 mL) and water (1 mL), irradiated in a microwave oven at 130° C. for 15 minutes. Flash chromatography on s... Reactants: CCO, CCCCNc1cc(Cl)nc(N)n1, O, O=C(OO)c1cccc(Cl)c1. Product: CCCCNc1cc(Cl)nc(N)[n+]1[O-]. Reaction SMILES: [CH3:26][CH2:27][OH:28].[NH2:1][c:2]1[n:3][c:4]([Cl:13])[cH:5][c:6]([NH:8][CH2:9][CH2:10][CH2:11][CH3:12])[n:7]1.[OH2:25].[OH:14][O:15][C:16]([c:17]1[cH:18][c:19]([Cl:20])[cH:21][cH:22][cH:23]1)=[O:24]>>[NH2:1][c:2]1[n:3][c:4]([Cl:13])[cH:5][c:6]([NH:8][CH2:9][CH2:10][CH2:11][CH3:12])[n+:7]1[O-:14].